The task is: describe an organic reaction: reactants, conditions, products, and yield. This data is from the Open Reaction Database (ORD), a public repository of structured organic reaction records. The reactants are CC(CCCCCCCCCCCCO)C (13-methyl-1-tetradecanol). Run in ClCCl (dichloromethane), ClCCl (dichloromethane). Reaction conditions: time 1.5 hour. Product: CC(CCCCCCCCCCCC=O)C (13-methyl-tetradecanaldehyde). Isolated yield 50.9%. Reaction SMILES: [CH3:1][CH:2]([CH3:16])[CH2:3][CH2:4][CH2:5][CH2:6][CH2:7][CH2:8][CH2:9][CH2:10][CH2:11][CH2:12][CH2:13][CH2:14][OH:15]>ClCCl>[CH3:1][CH:2]([CH3:16])[CH2:3][CH2:4][CH2:5][CH2:6][CH2:7][CH2:8][CH2:9][CH2:10][CH2:11][CH2:12][CH2:13][CH:14]=[O:15]. Procedure details: Chloro-chromic pyridine (161.6 g, 0.75 mole) and 450 ml dichloromethane were added to a flask. With stirring, 150 ml dichloromethane solution of 13-methyl-1-tetradecanol (114 g, 0.50 mole) was slowly added to the flask and stirring continued for 1.5 hours at room temperature. Let the mixture stand and separate into two phases. Decant upper phase and wash the remainder with 100 ml diethyl ether. Combine all liquid and wash sequentially with saturated NaCl, 10% HCl, and saturated NaCl solution wit... The reactants are Cc1ccccc1, CCO, ClCCN1CC2CC3CC(C2)CC1C3, [H-], [Na+], O, O=C(O)C(=O)O, N#CC(c1ccccc1)c1ccccn1. Yields the product N#CC(CCN1CC2CC3CC(C2)CC1C3)(c1ccccc1)c1ccccn1. As a reaction SMILES: [CH3:16][c:17]1[cH:18][cH:19][cH:20][cH:21][cH:22]1.[CH3:46][CH2:47][OH:48].[Cl:25][CH2:26][CH2:27][N:28]1[CH:29]2[CH2:30][CH:31]3[CH2:32][CH:33]([CH2:34][CH:35]([CH2:36]1)[CH2:37]3)[CH2:38]2.[H-:23].[Na+:24].[OH2:45].[OH:39][C:40]([C:41](=[O:42])[OH:43])=[O:44].[n:1]1[c:2]([CH:7]([C:8]#[N:9])[c:10]2[cH:11][cH:12][cH:13][cH:14][cH:15]2)[cH:3][cH:4][cH:5][cH:6]1>>[n:1]1[c:2]([C:7]([C:8]#[N:9])([c:10]2[cH:11][cH:12][cH:13][cH:14][cH:15]2)[CH2:26][CH2:27][N:28]2[CH:29]3[CH2:30][CH:31]4[CH2:32][CH:33]([CH2:34][CH:35]([CH2:36]2)[CH2:37]4)[CH2:38]3)[cH:3][cH:4][cH:5][cH:6]1. Reactants: 45, FC(C(=O)O)(F)F (trifluoroacetic acid), N=1CCCN2C1SC1=C2C=C(C=C1)N (3,4-dihydro-2H-pyrimido[2,1-b]benzothiazol-7-amine), [BH4-].[Na+] (sodium borohydride), [OH-].[NH4+] (ammonium hydroxide). Yields the product FC(CNC=1C=CC2=C(N3C(S2)=NCCC3)C1)(F)F (3,4-dihydro-N-(2,2,2-trifluoroethyl)-2H-pyrimido[2,1-b]benzothiazol-7-amine). RXN SMILES: [F:1][C:2]([F:7])([F:6])[C:3](O)=O.[N:8]1[CH2:9][CH2:10][CH2:11][N:12]2[C:16]3[CH:17]=[C:18]([NH2:21])[CH:19]=[CH:20][C:15]=3[S:14][C:13]=12.[BH4-].[Na+].[OH-].[NH4+]>>[F:1][C:2]([F:7])([F:6])[CH2:3][NH:21][C:18]1[CH:19]=[CH:20][C:15]2[S:14][C:13]3=[N:8][CH2:9][CH2:10][CH2:11][N:12]3[C:16]=2[CH:17]=1 |f:2.3,4.5|. Reported procedure: To a stirred mixture of 45 parts of trifluoroacetic acid and 2 parts of 3,4-dihydro-2H-pyrimido[2,1-b]benzothiazol-7-amine are added portionwise, during a 4 hours-period, 3 parts of sodium borohydride at 30°-40° C. while nitrogen gas is introduced. The reaction mixture is poured onto ice-water and the whole is alkalized with ammonium hydroxide. The product is extracted with methylbenzene. The extract is washed with water, dried, filtered and evaporated. The residue is crystallized from 8 parts o... Reactants: C(=O)(O)[O-].[Na+] (NaHCO3), C=1C=CC2=C(C1)N=NN2O (HOBt), N1[C@H](C(=O)OCC2=CC=CC=C2)CCC1 (H-Pro-OBzl), CN1CCOCC1 (NMM), CN1CCOCC1 (NMM), C(C(C)C)OC(=O)Cl (isobutylchloroformate), N([C@@H]([C@@H](C)CC)C(=O)O)C(=O)OC(C)(C)C (Boc-Ile-OH). The solvent is CN(C)C=O (DMF), CN(C)C=O (DMF). Reaction conditions: temperature -15 celsius, time 10 minute. The product is N([C@@H]([C@@H](C)CC)C(=O)N1[C@H](C(=O)OCC2=CC=CC=C2)CCC1)C(=O)OC(C)(C)C (Boc-Ile-Pro-OBzl). Yield: 92.0%. Reaction SMILES: [NH:1]([C:10]([O:12][C:13]([CH3:16])([CH3:15])[CH3:14])=[O:11])[C@H:2]([C:7]([OH:9])=O)[C@H:3]([CH2:5][CH3:6])[CH3:4].CN1CCOCC1.C(OC(Cl)=O)C(C)C.C1C=CC2N(O)N=NC=2C=1.[NH:42]1[CH2:56][CH2:55][CH2:54][C@H:43]1[C:44]([O:46][CH2:47][C:48]1[CH:53]=[CH:52][CH:51]=[CH:50][CH:49]=1)=[O:45].C([O-])(O)=O.[Na+]>CN(C=O)C>[NH:1]([C:10]([O:12][C:13]([CH3:16])([CH3:15])[CH3:14])=[O:11])[C@H:2]([C:7]([N:42]1[CH2:56][CH2:55][CH2:54][C@H:43]1[C:44]([O:46][CH2:47][C:48]1[CH:49]=[CH:50][CH:51]=[CH:52][CH:53]=1)=[O:45])=[O:9])[C@H:3]([CH2:5][CH3:6])[CH3:4] |f:5.6|. Reported procedure: Boc-Ile-OH (12.01 @, 0.05 mole) in DMF (50 ml) was cooled to 0° C. and NMM (5.49 ml) was added. After cooling the solution to -15° C. isobutylchloroformate (6.48 ml) was added slowly while maintaining the temperature at -15° C. and stirred for 10 minutes at which time HOBt (7.65 g) was added and stirring was continued for additional 10 minutes. A pre-cooled solution of HCL-H-Pro-OBzl (12.09 g. 0.05 mole) in DMF (50 ml) and NMM (5.49 ml) was added to the above solution and the completeness of the... The reactants are C(#N)C1=C(C=C(C=C1)[C@H]1CN2[C@@H](CO1)CN(CC2)C(=O)OC(C)(C)C)OC (tert-Butyl (3S,9aR)-3-(4-cyano-3-methoxyphenyl)hexahydropyrazino[2,1-c][1,4]oxazine-8(1H)-carboxylate), Cl (HCl). Solvent: O1CCOCC1 (dioxane). Conditions: time 8 hour. The product is Cl.COC1=C(C#N)C=CC(=C1)[C@H]1CN2[C@@H](CO1)CNCC2 (2-Methoxy-4-[(3S,9aR)-octahydropyrazino[2,1-c][1,4]oxazin-3-yl]benzonitrile hydrochloride). As a reaction SMILES: [C:1]([C:3]1[CH:8]=[CH:7][C:6]([C@@H:9]2[O:14][CH2:13][C@H:12]3[CH2:15][N:16](C(OC(C)(C)C)=O)[CH2:17][CH2:18][N:11]3[CH2:10]2)=[CH:5][C:4]=1[O:26][CH3:27])#[N:2].[ClH:28]>O1CCOCC1>[ClH:28].[CH3:27][O:26][C:4]1[CH:5]=[C:6]([C@@H:9]2[O:14][CH2:13][C@H:12]3[CH2:15][NH:16][CH2:17][CH2:18][N:11]3[CH2:10]2)[CH:7]=[CH:8][C:3]=1[C:1]#[N:2] |f:3.4|. Procedure: tert-Butyl (3S,9aR)-3-(4-cyano-3-methoxyphenyl)hexahydropyrazino[2,1-c][1,4]oxazine-8(1H)-carboxylate (520 mg, 1.39 mmol) was dissolved in 10 Ml of 4 M HCl in dioxane and stirred at room temperature for 8 h. The mixture was concentrated to ¼ the original volume and diluted with 10 Ml of diethyl ether. The precipitate was filtered and dried under high vacuum to offer the title amine HCl salt: 1H NMR (DMSO-d6, E (trans) isomer, 500 MHz) δ 7.76 (d, J=8.0 Hz, 1H), 7.25 (s, 1H), 7.11 (d, J=7.9 Hz, 1H... Reactants: FC1=C(C=CC=C1)C(CC(=O)OCC)=O (ethyl 3-(2-fluorophenyl)-3-oxopropionate), [H-].[Na+] (sodium hydride), FC(C1=CC=C(CBr)C=C1)(F)F (4-trifluoromethylbenzyl bromide), O (water). Solvent: COCCOC (1,2-dimethoxyethane), COCCOC (1,2-dimethoxyethane). Run at time 30 minute. The product is FC1=C(C=CC=C1)C(C(C(=O)OCC)CC1=CC=C(C=C1)C(F)(F)F)=O (ethyl 3-(2-fluorophenyl)-3-oxo-2-((4-(trifluoromethyl)phenyl)methyl)propionate). Yield: 73.4%. RXN SMILES: [F:1][C:2]1[CH:7]=[CH:6][CH:5]=[CH:4][C:3]=1[C:8](=[O:15])[CH2:9][C:10]([O:12][CH2:13][CH3:14])=[O:11].[H-].[Na+].[F:18][C:19]([F:29])([F:28])[C:20]1[CH:27]=[CH:26][C:23]([CH2:24]Br)=[CH:22][CH:21]=1.O>COCCOC>[F:1][C:2]1[CH:7]=[CH:6][CH:5]=[CH:4][C:3]=1[C:8](=[O:15])[CH:9]([CH2:24][C:23]1[CH:22]=[CH:21][C:20]([C:19]([F:18])([F:28])[F:29])=[CH:27][CH:26]=1)[C:10]([O:12][CH2:13][CH3:14])=[O:11] |f:1.2|. Reported procedure: To a solution of ethyl 3-(2-fluorophenyl)-3-oxopropionate (20 g, 95 mmol) in 1,2-dimethoxyethane (100 ml) was added sodium hydride (60% in oil, 3.80 g, 95 mmol) under ice-cooling and the mixture was stirred at room temperature for 30 min. To the reaction solution was dropwise added a solution of 4-trifluoromethylbenzyl bromide (22.7 g, 95 mmol) in 1,2-dimethoxyethane (50 ml) and the reaction solution was stirred at room temperature for 4 hrs. The reaction solution was poured into water (300 ml) ... Starting materials: C(C1=CC=CC=C1)OC(=O)NC[C@@H]1OC2=CC=C(C=C2CC1)/C=C/C(=O)OC(C)(C)C (tert-butyl (2E)-3-[(2R)-2-({[(benzyloxy)carbonyl]amino}methyl)-3,4-dihydro-2H-chromen-6-yl]-2-propenoate), C(=O)[O-].[NH4+] (ammonium formate). Reagents/catalysts: [OH-].[OH-].[Pd+2] (palladium hydroxide on carbon). The solvent is C(C)O (ethanol), [OH-].[Na+] (sodium hydroxide). Run at temperature 50 celsius. The product is NC[C@@H]1OC2=CC=C(C=C2CC1)CCC(=O)OC(C)(C)C (tert-butyl 3-[(2R)-2-(aminomethyl)-3.4-dihydro-2H-chromen-6-yl]propanoate), oil. Isolated yield 88.0%. Reaction SMILES: C(OC([NH:11][CH2:12][C@H:13]1[CH2:22][CH2:21][C:20]2[C:15](=[CH:16][CH:17]=[C:18](/[CH:23]=[CH:24]/[C:25]([O:27][C:28]([CH3:31])([CH3:30])[CH3:29])=[O:26])[CH:19]=2)[O:14]1)=O)C1C=CC=CC=1.C([O-])=O.[NH4+]>C(O)C.[OH-].[Na+].[OH-].[OH-].[Pd+2]>[NH2:11][CH2:12][C@H:13]1[CH2:22][CH2:21][C:20]2[C:15](=[CH:16][CH:17]=[C:18]([CH2:23][CH2:24][C:25]([O:27][C:28]([CH3:31])([CH3:30])[CH3:29])=[O:26])[CH:19]=2)[O:14]1 |f:1.2,4.5,6.7.8|. Reported procedure: A mixture of carbamate of Example 12 (10.8 g, 23.6 mmol), ammonium formate (29 g, 460 mmol) and palladium hydroxide on carbon (Pearlman's catalyst) (4.3 g) in absolute ethanol (250 mL) was heated at 50° C. for 4 hours under argon. Some white solid appeared in the condenser. The reaction mixture was vacuum filtered through a pad of Celite. The filtrate was concentrated in vacuo to obtain an off-white solid which was subsequently dissolved in 1 N sodium hydroxide solution (200 mL). The mixture was...